The task is: describe an organic reaction: reactants, conditions, products, and yield. This data is from the Open Reaction Database (ORD), a public repository of structured organic reaction records. The reactants are NC(C(=O)OC)C(SC1=CC(=CC=C1)OC)C1=CC(=CC=C1)OC (2-Amino-3-(3-methoxyphenyl)-3-(3-methoxyphenylsulfanyl)propionic acid, methyl ester), C1(=CC=CC=C1)C(C(=O)O)C1=CC=CC=C1 (diphenylacetic acid), CN(CCCN=C=NCC)C (1-(3-dimethylaminopropyl)-3-ethylcarbodiimide). Reagents/catalysts: CN(C1=CC=NC=C1)C (4-dimethylaminopyridine). The solvent is C(Cl)Cl (methylene dichloride), C(Cl)Cl (methylene dichloride). The product is C1(=CC=CC=C1)C(C(=O)NC(C(=O)OC)C(SC1=CC(=CC=C1)OC)C1=CC(=CC=C1)OC)C1=CC=CC=C1 (2-Diphenylacetylamino-3-(3-methoxyphenyl)-3-(3-methoxyphenyl-sulfanyl)propionic acid, methyl ester). RXN SMILES: [NH2:1][CH:2]([CH:7]([C:17]1[CH:22]=[CH:21][CH:20]=[C:19]([O:23][CH3:24])[CH:18]=1)[S:8][C:9]1[CH:14]=[CH:13][CH:12]=[C:11]([O:15][CH3:16])[CH:10]=1)[C:3]([O:5][CH3:6])=[O:4].[C:25]1([CH:31]([C:35]2[CH:40]=[CH:39][CH:38]=[CH:37][CH:36]=2)[C:32](O)=[O:33])[CH:30]=[CH:29][CH:28]=[CH:27][CH:26]=1.CN(C)CCCN=C=NCC>CN(C)C1C=CN=CC=1.C(Cl)Cl>[C:35]1([CH:31]([C:25]2[CH:26]=[CH:27][CH:28]=[CH:29][CH:30]=2)[C:32]([NH:1][CH:2]([CH:7]([C:17]2[CH:22]=[CH:21][CH:20]=[C:19]([O:23][CH3:24])[CH:18]=2)[S:8][C:9]2[CH:14]=[CH:13][CH:12]=[C:11]([O:15][CH3:16])[CH:10]=2)[C:3]([O:5][CH3:6])=[O:4])=[O:33])[CH:36]=[CH:37][CH:38]=[CH:39][CH:40]=1. Procedure details: A solution of 0.94 g (2.7 mmol) of (R,S; R,S)-2-amino-3-(3-methoxyphenyl)-3-(3-methoxyphenyl-sulfanyl)propionic acid, methyl ester of Example 32, 15 mL of methylene dichloride, 0.69 g (3.2 mmol) of diphenylacetic acid, 0.62 g (3.2 mmol) of 1-(3-dimethylaminopropyl)-3-ethylcarbodiimide (EDAC), and 0.02 g (0.16 mmol) of 4-dimethylaminopyridine (DMAP) is stirred at room temperature for 18 hours. The reaction solution is diluted with 100 mL of methylene dichloride, washed with 80 mL of 1N sodium hyd...